This data is from the Open Reaction Database (ORD), a public repository of structured organic reaction records. The task is: describe an organic reaction: reactants, conditions, products, and yield Starting materials: C(C1=CC=CC=C1)OC=1C=C(C=CC1OCC1=CC=CC=C1)[C@@H]1[C@H](N=C(O1)C1=CC=CC=C1)C(=O)OC (methyl (4S,5R)-5-(3,4-dibenzyloxyphenyl)-2-phenyl-2-oxazoline-4-carboxylate), [H][H] (hydrogen). The reagents and catalysts are [C].[Pd] (palladium-carbon). Solvent: C(C)(C)O (isopropanol). Product: OC=1C=C(C=CC1O)[C@@H]1[C@H](N=C(O1)C1=CC=CC=C1)C(=O)OC (methyl (4S,5R)-5-(3, 4-dihydroxyphenyl)-2-phenyl-2-oxazoline-4-carboxylate). The yield is 84.0%. RXN SMILES: C([O:8][C:9]1[CH:10]=[C:11]([C@H:23]2[O:27][C:26]([C:28]3[CH:33]=[CH:32][CH:31]=[CH:30][CH:29]=3)=[N:25][C@@H:24]2[C:34]([O:36][CH3:37])=[O:35])[CH:12]=[CH:13][C:14]=1[O:15]CC1C=CC=CC=1)C1C=CC=CC=1.[H][H]>[C].[Pd].C(O)(C)C>[OH:8][C:9]1[CH:10]=[C:11]([C@H:23]2[O:27][C:26]([C:28]3[CH:33]=[CH:32][CH:31]=[CH:30][CH:29]=3)=[N:25][C@@H:24]2[C:34]([O:36][CH3:37])=[O:35])[CH:12]=[CH:13][C:14]=1[OH:15] |f:2.3|. Procedure: A mixture of methyl (4S,5R)-5-(3,4-dibenzyloxyphenyl)-2-phenyl-2-oxazoline-4-carboxylate (494 mg, 1.00 mmol), 5%-palladium-carbon (64 mg) and isopropanol (5 g) was reduced with hydrogen at room temperature under atmospheric pressure for 15 hours. The reaction mixture was filtered and then the filtrate was concentrated under reduced pressure. The residue was treated with silica gel chromatography to obtain 263 mg (0.84 mmol, yield: 84%) of methyl (4S,5R)-5-(3, 4-dihydroxyphenyl)-2-phenyl-2-oxazol... The reactants are CC1=C(C=C(C=C1)C)N1CCN(CC1)C(C(CO)NS(=O)(=O)C1=CC=CC=C1)=O ((RS)—N-{2-[4-(2,5-dimethyl-phenyl)-piperazin-1-yl]-1-hydroxymethyl-2-oxo-ethyl}-benzenesulfonamide), C1(=CC=CC=C1)P(C1=CC=CC=C1)C1=CC=CC=C1 (triphenylphosphine), CCOC(=O)/N=N/C(=O)OCC (diethylazodicarboxylate). Run in O1CCCC1 (tetrahydrofuran). Conditions: time 45 minute. Yields the product C1(=CC=CC=C1)S(=O)(=O)N1C(C1)C(=O)N1CCN(CC1)C1=C(C=CC(=C1)C)C ((RS)-(1-benzenesulfonyl-aziridin-2-yl)-[4-(2,5-dimethyl-phenyl)-piperazin-1-yl]-methanone). Isolated yield 68.9%. Reaction SMILES: [CH3:1][C:2]1[CH:7]=[CH:6][C:5]([CH3:8])=[CH:4][C:3]=1[N:9]1[CH2:14][CH2:13][N:12]([C:15](=[O:29])[CH:16]([NH:19][S:20]([C:23]2[CH:28]=[CH:27][CH:26]=[CH:25][CH:24]=2)(=[O:22])=[O:21])[CH2:17]O)[CH2:11][CH2:10]1.C1(P(C2C=CC=CC=2)C2C=CC=CC=2)C=CC=CC=1.CCOC(/N=N/C(OCC)=O)=O>O1CCCC1>[C:23]1([S:20]([N:19]2[CH2:17][CH:16]2[C:15]([N:12]2[CH2:11][CH2:10][N:9]([C:3]3[CH:4]=[C:5]([CH3:8])[CH:6]=[CH:7][C:2]=3[CH3:1])[CH2:14][CH2:13]2)=[O:29])(=[O:22])=[O:21])[CH:28]=[CH:27][CH:26]=[CH:25][CH:24]=1. Procedure: To a solution of (RS)—N-{2-[4-(2,5-dimethyl-phenyl)-piperazin-1-yl]-1-hydroxymethyl-2-oxo-ethyl}-benzenesulfonamide (1.417 g) and triphenylphosphine (0.979 g) in tetrahydrofuran (12 ml) was added diethylazodicarboxylate (DEAD, 0.65 g) at 0° C. After 15 min the ice bath was removed and the mixture was stirred at room temperature for 45 min. The solvent was evaporated and the product was purified by chromatography (SiO2, cyclohexane/ethyl acetate 4:1=>1:1) to give (RS)-(1-benzenesulfonyl-aziridin-... Reactants: [O-]CC.[Na+] (sodium ethoxide), ClCC1=NN=C(O1)C1=CC=C(C=C1)C1=CC(=CC(=C1C)F)C(=O)NC1CC1 (4′-[5-(chloromethyl)-1,3,4-oxadiazol-2-yl]-N-cyclopropyl-5-fluoro-6-methyl-1,1′-biphenyl-3-carboxamide), ClCC1=NN=C(O1)C1=CC=C(C=C1)C1=CC(=CC(=C1C)F)C(=O)NC1CC1 (4′-[5-(chloromethyl)-1,3,4-oxadiazol-2-yl]-N-cyclopropyl-5-fluoro-6-methyl-1,1′-biphenyl-3-carboxamide). Run in C(C)O (ethanol), C(C)O (ethanol). Run at time 18 hour. The product is FC=1C=C(C=C(C1C)C1=CC=CC=C1)C(=O)N (5-fluoro-6-methyl-1,1′-biphenyl-3-carboxamide). RXN SMILES: [O-]CC.[Na+].ClCC1OC([C:12]2[CH:17]=[CH:16][C:15]([C:18]3[C:23]([CH3:24])=[C:22]([F:25])[CH:21]=[C:20]([C:26]([NH:28]C4CC4)=[O:27])[CH:19]=3)=[CH:14][CH:13]=2)=NN=1>C(O)C>[F:25][C:22]1[CH:21]=[C:20]([C:26]([NH2:28])=[O:27])[CH:19]=[C:18]([C:15]2[CH:16]=[CH:17][CH:12]=[CH:13][CH:14]=2)[C:23]=1[CH3:24] |f:0.1|. Procedure: Freshly prepared sodium ethoxide in ethanol (0.2M, 0.8 ml) was added to a solution of (4′-[5-(chloromethyl)-1,3,4-oxadiazol-2-yl]-N-cyclopropyl-5-fluoro-6-methyl-1,1′-biphenyl-3-carboxamide (Intermediate 34) (50 mg) in ethanol (1 ml) and the reaction stirred at room temperature for 18 hours. The reaction was reduced to dryness under vacuum and the residue partitioned between ethyl acetate and water. The organic phase dried (magnesium sulphate) and reduced to dryness under vacuum. The residue was... Starting materials: O(C1=CC=CC=C1)CCCCN1C(C=2C(C1=O)=CC=CC2)=O (N-(4-phenoxybutyl)phthalimide), O.NN (hydrazine hydrate). Solvent: C(C)O (ethanol). Reaction conditions: time 1 hour. The product is O(C1=CC=CC=C1)CCCCN (4-phenoxybutylamine). Yield: 96.2%. As a reaction SMILES: [O:1]([CH2:8][CH2:9][CH2:10][CH2:11][N:12]1C(=O)C2=CC=CC=C2C1=O)[C:2]1[CH:7]=[CH:6][CH:5]=[CH:4][CH:3]=1.O.NN>C(O)C>[O:1]([CH2:8][CH2:9][CH2:10][CH2:11][NH2:12])[C:2]1[CH:7]=[CH:6][CH:5]=[CH:4][CH:3]=1 |f:1.2|. Procedure: A mixture of N-(4-phenoxybutyl)phthalimide (7.8 g), hydrazine hydrate (7 ml) and ethanol (150 ml) was stirred for one hour under reflux. Crystalline precipitate was filtered off, then the filtrate was concentrated under reduced pressure to give 4-phenoxybutylamine (4.2 g, 95%) as an oily product. The reactants are O=C([O-])[O-], CCOC(=O)Cc1cccc(O)c1, C1COCCO1, O=Cc1cc(F)ccc1F, [K+], [K+]. The product is CCOC(=O)Cc1cccc(Oc2ccc(F)cc2C=O)c1. As a reaction SMILES: [C:24](=[O:25])([O-:26])[O-:27].[CH2:1]([CH3:2])[O:3][C:4]([CH2:5][c:6]1[cH:7][c:8]([OH:12])[cH:9][cH:10][cH:11]1)=[O:13].[CH2:30]1[O:31][CH2:32][CH2:33][O:34][CH2:35]1.[F:14][c:15]1[c:16]([CH:17]=[O:18])[cH:19][c:20]([F:23])[cH:21][cH:22]1.[K+:28].[K+:29]>>[CH2:1]([CH3:2])[O:3][C:4]([CH2:5][c:6]1[cH:7][c:8]([O:12][c:15]2[c:16]([CH:17]=[O:18])[cH:19][c:20]([F:23])[cH:21][cH:22]2)[cH:9][cH:10][cH:11]1)=[O:13].